The task is: describe an organic reaction: reactants, conditions, products, and yield. This data is from the Open Reaction Database (ORD), a public repository of structured organic reaction records. Reactants: [Si](C1=CC=CC=C1)(C1=CC=CC=C1)(C(C)(C)C)OC[C@@H]1[C@H]([C@@H]([C@H]([C@H](OC)O1)OCC1=CC=CC=C1)OCC1=CC=CC=C1)OCC1=CC=CC=C1 (methyl 6-O-tert-butyldiphenylsilyl-2,3,4-tri-O-benzyl-β-D-glucopyranoside), [F-].C(CCC)[N+](CCCC)(CCCC)CCCC (tetrabutyl ammonium fluoride). Solvent: C(C)(=O)OCC (ethyl acetate), C1CCOC1 (THF). Run at time 3 hour. Yields the product C(C1=CC=CC=C1)O[C@H]1[C@H](OC)O[C@@H]([C@H]([C@@H]1OCC1=CC=CC=C1)OCC1=CC=CC=C1)CO (Methyl 2,3,4-tri-O-benzyl-β-D-glucopyranoside). Yield: 87.6%. Reaction SMILES: [Si]([O:18][CH2:19][C@H:20]1[O:27][C@@H:24]([O:25][CH3:26])[C@H:23]([O:28][CH2:29][C:30]2[CH:35]=[CH:34][CH:33]=[CH:32][CH:31]=2)[C@@H:22]([O:36][CH2:37][C:38]2[CH:43]=[CH:42][CH:41]=[CH:40][CH:39]=2)[C@@H:21]1[O:44][CH2:45][C:46]1[CH:51]=[CH:50][CH:49]=[CH:48][CH:47]=1)(C(C)(C)C)(C1C=CC=CC=1)C1C=CC=CC=1.[F-].C([N+](CCCC)(CCCC)CCCC)CCC>C1COCC1.C(OCC)(=O)C>[CH2:29]([O:28][C@@H:23]1[C@@H:22]([O:36][CH2:37][C:38]2[CH:39]=[CH:40][CH:41]=[CH:42][CH:43]=2)[C@H:21]([O:44][CH2:45][C:46]2[CH:47]=[CH:48][CH:49]=[CH:50][CH:51]=2)[C@@H:20]([CH2:19][OH:18])[O:27][C@H:24]1[O:25][CH3:26])[C:30]1[CH:35]=[CH:34][CH:33]=[CH:32][CH:31]=1 |f:1.2|. Procedure details: To a stirred solution of methyl 6-O-tert-butyldiphenylsilyl-2,3,4-tri-O-benzyl-β-D-glucopyranoside(2.81 g, 3.98 mmol) in dry THF (40 ml, 0.1M) at room temperature was added tetrabutyl ammonium fluoride (4.37 ml, 4.37 mmol, 1M solution in THF). After stirring for 3 hours, the reaction solution was diluted with ethyl acetate (300 ml) and washed with water (1×100 ml) and saturated aqueous NaCl (1×100 ml), and dried with magnesium sulfate. Concentration and flash chromatography (silica, 50% ether in... Starting materials: BrC1=CC(=C2N=C(C(=NC2=C1)OC)OC)CNC(=O)C=1OC=CC1 (furan-2-carboxylic acid (7-bromo-2,3-dimethoxy-quinoxalin-5-ylmethyl)-amide). The solvent is solution, Br (hydrogen bromide), C(C)(=O)O (acetic acid), C(C)OCC (diethyl ether). Run at time 16 hour. Yields the product BrC1=CC(=C2NC(C(NC2=C1)=O)=O)CNC(=O)C=1OC=CC1 (Furan-2-carboxylic acid (7-bromo-2,3-dioxo-1,2,3,4-tetrahydroquinoxalin-5-ylmethyl)-amide). RXN SMILES: [Br:1][C:2]1[CH:11]=[C:10]2[C:5]([N:6]=[C:7]([O:14]C)[C:8]([O:12]C)=[N:9]2)=[C:4]([CH2:16][NH:17][C:18]([C:20]2[O:21][CH:22]=[CH:23][CH:24]=2)=[O:19])[CH:3]=1>Br.C(O)(=O)C.C(OCC)C>[Br:1][C:2]1[CH:11]=[C:10]2[C:5]([NH:6][C:7](=[O:14])[C:8](=[O:12])[NH:9]2)=[C:4]([CH2:16][NH:17][C:18]([C:20]2[O:21][CH:22]=[CH:23][CH:24]=2)=[O:19])[CH:3]=1. Procedure details: 310 mg (0.79 mmol) of furan-2-carboxylic acid (7-bromo-2,3-dimethoxy-quinoxalin-5-ylmethyl)-amide are dissolved in 6 ml of an approximately 25% solution of hydrogen bromide in acetic acid, and the solution is stirred at room temperature for 16 hours. The mixture is diluted with diethyl ether, and the solid is filtered off and washed with diethyl ether. After drying under a high vacuum, the title compound is obtained in the form of a beige solid. Starting materials: C(CO)O (Ethylene glycol), C(#N)C=1C=C(C=CC1)B(O)O (3-Cyanophenyl boronic acid), CCCCCC (hexane). Run in C1CCOC1 (THF). The product is B(C1=CC(=CC=C1)C#N)(O)OCCO (3-Cyanophenylboronic acid ethylene glycol ester). The yield is 90.9%. Reaction SMILES: [C:1]([C:3]1[CH:4]=[C:5]([B:9]([OH:11])[OH:10])[CH:6]=[CH:7][CH:8]=1)#[N:2].[CH2:12](O)[CH2:13][OH:14].CCCCCC>C1COCC1>[B:9]([O:11][CH2:12][CH2:13][OH:14])([OH:10])[C:5]1[CH:6]=[CH:7][CH:8]=[C:3]([C:1]#[N:2])[CH:4]=1. Procedure: 3-Cyanophenyl boronic acid (1 g, 6.8 mmol) was dissolved in dry THF (10 mL) under nitrogen. Ethylene glycol (379 μL, 422 mg, 6.8 mmol) was added and the reaction was heated to reflux for 4 hours then cooled to room temperature. THF was removed by rotary evaporator to give a white solid. Cold hexane was added and the product was collected by filtration giving a white solid (1.18 g, quant. yield). 1H-NMR (300.058 MHz, DMSO-d6) δ ppm 7.92-8.01 (3H, m), 7.50-7.64 (1H, m), 4.35 (4H, s)